This data is from the Open Reaction Database (ORD), a public repository of structured organic reaction records. The task is: describe an organic reaction: reactants, conditions, products, and yield The product is CCCC(CC#N)c1ncc(-c2ncnc3c2ccn3COCC[Si](C)(C)C)s1. Reactants: CC(C)(C)O, CC(=O)[O-], Cc1ccccc1, CCCC(=CC#N)c1ncc(-c2ncnc3c2ccn3COCC[Si](C)(C)C)s1. As a reaction SMILES: [C:34]([OH:35])([CH3:36])([CH3:37])[CH3:38].[CH3:1][C:2](=[O:3])[O-:4].[CH3:39][c:40]1[cH:41][cH:42][cH:43][cH:44][cH:45]1.[CH3:5][Si:6]([CH2:7][CH2:8][O:9][CH2:10][n:11]1[cH:12][cH:13][c:14]2[c:15]1[n:16][cH:17][n:18][c:19]2-[c:20]1[cH:21][n:22][c:23]([C:25](=[CH:26][C:27]#[N:28])[CH2:29][CH2:30][CH3:31])[s:24]1)([CH3:32])[CH3:33]>>[CH3:5][Si:6]([CH2:7][CH2:8][O:9][CH2:10][n:11]1[cH:12][cH:13][c:14]2[c:15]1[n:16][cH:17][n:18][c:19]2-[c:20]1[cH:21][n:22][c:23]([CH:25]([CH2:26][C:27]#[N:28])[CH2:29][CH2:30][CH3:31])[s:24]1)([CH3:32])[CH3:33]. Reactants: O=C(O)c1cccc(OC(F)(F)F)c1, NC1C2CC3CC1CN(C3)C2. Product: O=C(NC1C2CC3CC1CN(C3)C2)c1cccc(OC(F)(F)F)c1. Reaction SMILES: [F:12][C:13]([O:14][c:15]1[cH:16][c:17]([C:18](=[O:19])[OH:20])[cH:21][cH:22][cH:23]1)([F:24])[F:25].[N:1]12[CH2:2][CH:3]3[CH:4]([NH2:11])[CH:5]([CH2:6][CH:7]([CH2:8]1)[CH2:9]3)[CH2:10]2>>[N:1]12[CH2:2][CH:3]3[CH:4]([NH:11][C:18]([c:17]4[cH:16][c:15]([O:14][C:13]([F:12])([F:24])[F:25])[cH:23][cH:22][cH:21]4)=[O:19])[CH:5]([CH2:6][CH:7]([CH2:8]1)[CH2:9]3)[CH2:10]2.